This data is from the Open Reaction Database (ORD), a public repository of structured organic reaction records. The task is: describe an organic reaction: reactants, conditions, products, and yield The reactants are CCOC(C)=O, COc1c(Cl)c(C)c(C(C)=O)c(OCCO)c1OCCC(C)c1ccc(F)cc1, Clc1cnccn1, [H-], [Na+], CN(C)C=O. The product is COc1c(Cl)c(C)c(C(C)=O)c(OCCOc2cnccn2)c1OCCC(C)c1ccc(F)cc1. RXN SMILES: [CH3:44][CH2:45][O:46][C:47]([CH3:48])=[O:49].[Cl:1][c:2]1[c:3]([CH3:29])[c:4]([C:26]([CH3:27])=[O:28])[c:5]([O:22][CH2:23][CH2:24][OH:25])[c:6]([O:10][CH2:11][CH2:12][CH:13]([CH3:14])[c:15]2[cH:16][cH:17][c:18]([F:21])[cH:19][cH:20]2)[c:7]1[O:8][CH3:9].[Cl:32][c:33]1[n:34][cH:35][cH:36][n:37][cH:38]1.[H-:31].[Na+:30].[O:39]=[CH:40][N:41]([CH3:42])[CH3:43]>>[Cl:1][c:2]1[c:3]([CH3:29])[c:4]([C:26]([CH3:27])=[O:28])[c:5]([O:22][CH2:23][CH2:24][O:25][c:33]2[n:34][cH:35][cH:36][n:37][cH:38]2)[c:6]([O:10][CH2:11][CH2:12][CH:13]([CH3:14])[c:15]2[cH:16][cH:17][c:18]([F:21])[cH:19][cH:20]2)[c:7]1[O:8][CH3:9]. Starting materials: [N+](=O)([O-])C1=CC=C(C=C1)O (4-nitrophenol), [O-]CC.[Na+] (sodium ethoxide), C([O-])([O-])=O.[K+].[K+] (potassium carbonate), Cl.C(C)N(CCCl)CC (2-diethylaminoethyl chloride hydrochloride). Run in C(C)O (ethanol). Conditions: time 30 minute. Yields the product C(C)N(CCOC1=CC=C(C=C1)[N+](=O)[O-])CC (4-[2-(diethylamino)ethoxy]-nitrobenzene). Isolated yield 65.9%. As a reaction SMILES: [N+:1]([C:4]1[CH:9]=[CH:8][C:7]([OH:10])=[CH:6][CH:5]=1)([O-:3])=[O:2].[O-]CC.[Na+].C(=O)([O-])[O-].[K+].[K+].Cl.[CH2:22]([N:24]([CH2:28][CH3:29])[CH2:25][CH2:26]Cl)[CH3:23]>C(O)C>[CH2:22]([N:24]([CH2:28][CH3:29])[CH2:25][CH2:26][O:10][C:7]1[CH:8]=[CH:9][C:4]([N+:1]([O-:3])=[O:2])=[CH:5][CH:6]=1)[CH3:23] |f:1.2,3.4.5,6.7|. Procedure: A solution of 27.8 g (0.2 mol) of 4-nitrophenol in 500 ml of ethanol was treated with 15 g (0.22 mol) of sodium ethoxide. After stirring at room temperature for 30 minutes the solvent was removed under reduced pressure. The residual yellow solid was stirred in a mixture of 160 ml of xylene and 30 ml of water and then treated with 41.4 g (0.3 mol) of potassium carbonate and 34.4 g (0.2 mol) of 2-diethylaminoethyl chloride hydrochloride. The mixture was heated under reflux for 17 hours and filtere... Reactants: CCCCCC(=CCCCCBr)C(=O)[O-], [CH2]C, CN(C)C=O, [H-], [Na+], O, S=c1[nH]c(-c2ccccc2)c(-c2ccccc2)[nH]1. Product: [CH2]C, CCCCCC(=CCCCCSc1nc(-c2ccccc2)c(-c2ccccc2)[nH]1)C(=O)[O-]. RXN SMILES: [Br:23][CH2:24][CH2:25][CH2:26][CH2:27][CH:28]=[C:29]([C:30](=[O:31])[O-:32])[CH2:33][CH2:34][CH2:35][CH2:36][CH3:37].[CH2:21][CH3:22].[CH3:38][N:39]([CH3:40])[CH:41]=[O:42].[H-:19].[Na+:20].[OH2:43].[c:1]1(-[c:7]2[nH:8][c:9](=[S:18])[nH:10][c:11]2-[c:12]2[cH:13][cH:14][cH:15][cH:16][cH:17]2)[cH:2][cH:3][cH:4][cH:5][cH:6]1>>[CH2:21][CH3:22].[c:1]1(-[c:7]2[n:8][c:9]([S:18][CH2:24][CH2:25][CH2:26][CH2:27][CH:28]=[C:29]([C:30](=[O:31])[O-:32])[CH2:33][CH2:34][CH2:35][CH2:36][CH3:37])[nH:10][c:11]2-[c:12]2[cH:13][cH:14][cH:15][cH:16][cH:17]2)[cH:2][cH:3][cH:4][cH:5][cH:6]1.